Dataset: the Open Reaction Database (ORD), a public repository of structured organic reaction records. Task: describe an organic reaction: reactants, conditions, products, and yield The reactants are ClCC1(NC(OC1)=O)C (4-(chloromethyl)-4-methyloxazolidin-2-one), C1CCOC1 (THF), CNC (dimethylamine). Product: CN(C)CC1(NC(OC1)=O)C (4-((Dimethylamino)methyl)-4-methyloxazolidin-2-one). The yield is 32.0%. Reaction SMILES: Cl[CH2:2][C:3]1([CH3:9])[CH2:7][O:6][C:5](=[O:8])[NH:4]1.C1COCC1.[CH3:15][NH:16][CH3:17]>>[CH3:15][N:16]([CH2:2][C:3]1([CH3:9])[CH2:7][O:6][C:5](=[O:8])[NH:4]1)[CH3:17]. Reported procedure: A solution of 4-(chloromethyl)-4-methyloxazolidin-2-one (2.97 g, 19.9 mmol) in 2.0 M dimethylamine in THF (50 ml, 100 mmol) in a sealed tube was heated to 85° C. for 24 h, cooled to RT, and filtered through a coarse glass filter to remove precipitated dimethylammonium chloride. The filtrate was concentrated, and the residue purified by flash chromatography (3%→10% MeOH in CH2Cl2) to afford the oxazolidinone as a brown oil (1.02 g, 6.45 mmol, 32%), and the dihydrooxazole as a yellow oil (1.62 g, ...